Dataset: the Open Reaction Database (ORD), a public repository of structured organic reaction records. Task: describe an organic reaction: reactants, conditions, products, and yield Starting materials: c1ccc(CC2CCNCC2)cc1, CCOCC, O=C(O)c1cc2ccc3[nH]ccc3c2[nH]1. The product is O=C(c1cc2ccc3[nH]ccc3c2[nH]1)N1CCC(Cc2ccccc2)CC1. As a reaction SMILES: [CH2:16]([c:17]1[cH:18][cH:19][cH:20][cH:21][cH:22]1)[CH:23]1[CH2:24][CH2:25][NH:26][CH2:27][CH2:28]1.[CH3:29][CH2:30][O:31][CH2:32][CH3:33].[nH:1]1[c:2]([C:13](=[O:14])[OH:15])[cH:3][c:4]2[cH:5][cH:6][c:7]3[nH:8][cH:9][cH:10][c:11]3[c:12]12>>[nH:1]1[c:2]([C:13](=[O:15])[N:26]2[CH2:25][CH2:24][CH:23]([CH2:16][c:17]3[cH:18][cH:19][cH:20][cH:21][cH:22]3)[CH2:28][CH2:27]2)[cH:3][c:4]2[cH:5][cH:6][c:7]3[nH:8][cH:9][cH:10][c:11]3[c:12]12. The reactants are CC(C)N(CCC(C(=O)N)(C1NCCCC1)C1=CC=CC=C1)C(C)C (α-[2-[bis(1-methylethyl)amino]ethyl]-α-phenyl-2-piperidineacetamide), C(C)(=O)OC(C)=O (acetic anhydride). The product is C(C)(=O)N1C(CCCC1)C(C(=O)N)(C1=CC=CC=C1)CCN(C(C)C)C(C)C (1-acetyl-α-[2-[bis(1-methylethyl)amino]ethyl]-α-phenyl-2-piperidineacetamide). As a reaction SMILES: [CH3:1][CH:2]([N:4]([CH:23]([CH3:25])[CH3:24])[CH2:5][CH2:6][C:7]([C:17]1[CH:22]=[CH:21][CH:20]=[CH:19][CH:18]=1)([CH:11]1[CH2:16][CH2:15][CH2:14][CH2:13][NH:12]1)[C:8]([NH2:10])=[O:9])[CH3:3].[C:26](OC(=O)C)(=[O:28])[CH3:27]>>[C:26]([N:12]1[CH2:13][CH2:14][CH2:15][CH2:16][CH:11]1[C:7]([CH2:6][CH2:5][N:4]([CH:2]([CH3:1])[CH3:3])[CH:23]([CH3:25])[CH3:24])([C:17]1[CH:18]=[CH:19][CH:20]=[CH:21][CH:22]=1)[C:8]([NH2:10])=[O:9])(=[O:28])[CH3:27]. Procedure details: acylating α-[2-[bis(1-methylethyl)amino]ethyl]-α-phenyl-2-piperidineacetamide with acetic anhydride to form 1-acetyl-α-[2-[bis(1-methylethyl)amino]ethyl]-α-phenyl-2-piperidineacetamide; Reactants: Cc1ccccc1, CC(C)N1CC(CS(=O)(=O)[O-])C1, [Na], O, N#CC(c1ccccc1)c1ccccc1, c1ccccc1. Product: CC(C)N1CC(C(C#N)(c2ccccc2)c2ccccc2)C1. RXN SMILES: [CH3:36][c:37]1[cH:38][cH:39][cH:40][cH:41][cH:42]1.[CH:7]([CH3:8])([CH3:9])[N:10]1[CH2:11][CH:12]([CH2:14][S:15]([O-:16])(=[O:17])=[O:18])[CH2:13]1.[Na:19].[OH2:35].[c:20]1([CH:26]([C:27]#[N:28])[c:29]2[cH:30][cH:31][cH:32][cH:33][cH:34]2)[cH:21][cH:22][cH:23][cH:24][cH:25]1.[cH:1]1[cH:2][cH:3][cH:4][cH:5][cH:6]1>>[CH:7]([CH3:8])([CH3:9])[N:10]1[CH2:11][CH:12]([C:26]([c:20]2[cH:21][cH:22][cH:23][cH:24][cH:25]2)([C:27]#[N:28])[c:29]2[cH:30][cH:31][cH:32][cH:33][cH:34]2)[CH2:13]1. Product: COC(=O)C1(c2ccc(Nc3nc(Oc4ccccc4)nc4c3CCC4)cc2)CCC1. RXN SMILES: [C:33](=[O:34])([O-:35])[O-:36].[CH3:1][O:2][C:3](=[O:4])[C:5]1([c:9]2[cH:10][cH:11][c:12]([NH:15][c:16]3[n:17][c:18]([Cl:25])[n:19][c:20]4[c:21]3[CH2:22][CH2:23][CH2:24]4)[cH:13][cH:14]2)[CH2:6][CH2:7][CH2:8]1.[CH3:39][N:40]([CH3:41])[CH:42]=[O:43].[Cs+:37].[Cs+:38].[Cu:45].[OH2:44].[OH:26][c:27]1[cH:28][cH:29][cH:30][cH:31][cH:32]1>>[CH3:1][O:2][C:3](=[O:4])[C:5]1([c:9]2[cH:10][cH:11][c:12]([NH:15][c:16]3[n:17][c:18]([O:26][c:27]4[cH:28][cH:29][cH:30][cH:31][cH:32]4)[n:19][c:20]4[c:21]3[CH2:22][CH2:23][CH2:24]4)[cH:13][cH:14]2)[CH2:6][CH2:7][CH2:8]1. Starting materials: O=C([O-])[O-], COC(=O)C1(c2ccc(Nc3nc(Cl)nc4c3CCC4)cc2)CCC1, CN(C)C=O, [Cs+], [Cs+], [Cu], O, Oc1ccccc1. Reactants: CO, CCOC(C)=O, O=[N+]([O-])c1cnn(-c2ccccc2)c1. Yields the product Nc1cnn(-c2ccccc2)c1. Reaction SMILES: [CH3:15][OH:16].[CH3:17][CH2:18][O:19][C:20]([CH3:21])=[O:22].[N+:1]([O-:2])(=[O:3])[c:4]1[cH:5][n:6][n:7](-[c:9]2[cH:10][cH:11][cH:12][cH:13][cH:14]2)[cH:8]1>>[NH2:1][c:4]1[cH:5][n:6][n:7](-[c:9]2[cH:10][cH:11][cH:12][cH:13][cH:14]2)[cH:8]1. Starting materials: C(C)OCCN1C(C(=C(C2=CC=CC=C12)O)C#N)=O (1-(2-Ethoxy-ethyl)-4-hydroxy-2-oxo-1,2-dihydro-quinoline-3-carbonitrile), O=P(Cl)(Cl)Cl (POCl3). Run in O (water). Conditions: temperature 100 celsius. Yields the product ClC1=C(C(N(C2=CC=CC=C12)CCOCC)=O)C#N (4-Chloro-1-(2-ethoxy-ethyl)-2-oxo-1,2-dihydro-quinoline-3-carbonitrile). Reaction SMILES: [CH2:1]([O:3][CH2:4][CH2:5][N:6]1[C:15]2[C:10](=[CH:11][CH:12]=[CH:13][CH:14]=2)[C:9](O)=[C:8]([C:17]#[N:18])[C:7]1=[O:19])[CH3:2].O=P(Cl)(Cl)[Cl:22]>O>[Cl:22][C:9]1[C:10]2[C:15](=[CH:14][CH:13]=[CH:12][CH:11]=2)[N:6]([CH2:5][CH2:4][O:3][CH2:1][CH3:2])[C:7](=[O:19])[C:8]=1[C:17]#[N:18]. Procedure details: To 1-(2-Ethoxy-ethyl)-4-hydroxy-2-oxo-1,2-dihydro-quinoline-3-carbonitrile (1 eq, 0,150 g, 0.58 mmole) was added POCl3 neat. The resulting solution was heated to 100° C. for 8 hours. Reaction mixture was added dropwise to water (20 mL) which had been heated to 80° C. then cooled to RT and extracted with ethyl acetate (25 mL×3). Combined, organic phase was Washed consecutively with water, brine before drying over sodium sulfate. Organic phase was evaporated and the residue was purified by flash c... The reactants are Sc1ccc(Br)cc1, BrCc1ccncc1, O=C([O-])[O-], C1CCOC1, CCOC(C)=O, Cl, [K+], [K+], O. Product: Brc1ccc(SCc2ccncc2)cc1. As a reaction SMILES: [Br:16][c:17]1[cH:18][cH:19][c:20]([SH:23])[cH:21][cH:22]1.[Br:2][CH2:3][c:4]1[cH:5][cH:6][n:7][cH:8][cH:9]1.[C:10](=[O:11])([O-:12])[O-:13].[CH2:30]1[O:31][CH2:32][CH2:33][CH2:34]1.[CH3:24][CH2:25][O:26][C:27](=[O:28])[CH3:29].[ClH:1].[K+:14].[K+:15].[OH2:35]>>[CH2:3]([c:4]1[cH:5][cH:6][n:7][cH:8][cH:9]1)[S:23][c:20]1[cH:19][cH:18][c:17]([Br:16])[cH:22][cH:21]1.